This data is from the Open Reaction Database (ORD), a public repository of structured organic reaction records. The task is: describe an organic reaction: reactants, conditions, products, and yield Starting materials: ClC1=C(C#N)C=CC=C1 (2-Chlorobenzonitrile), aqueous solution, aqueous solution, [Na] (sodium), CS (methanethiol). Reagents/catalysts: [Br-].C(CCC)[N+](CCCC)(CCCC)CCCC (tetra-n-butyl ammonium bromide). Solvent: ClC1=CC=CC=C1 (monochlorobenzene). Yields the product CSC1=C(C#N)C=CC=C1 (2-(methylthio)benzonitrile). Reaction SMILES: Cl[C:2]1[CH:9]=[CH:8][CH:7]=[CH:6][C:3]=1[C:4]#[N:5].[Na].[CH3:11][SH:12]>[Br-].C([N+](CCCC)(CCCC)CCCC)CCC.ClC1C=CC=CC=1>[CH3:11][S:12][C:2]1[CH:9]=[CH:8][CH:7]=[CH:6][C:3]=1[C:4]#[N:5] |f:3.4,^1:9|. Procedure: 2-Chlorobenzonitrile (27.5 g, 0.2 mol), monochlorobenzene (30.0 g), and a 50% by weight aqueous solution (1.0 g) of tetra-n-butyl ammonium bromide were placed in a 500-ml four-necked flask equipped with a stirrer, a thermometer, a dropping funnel, and a condenser under a nitrogen atmosphere to obtain a mixture. A 30% by weight aqueous solution (51.4 g) of sodium salt of methanethiol (0.22 mol) was added dropwise to the mixture at 60 to 65° C. over a period of 5 hours under stirring. After comple... Starting materials: ClCC(=O)NC=1SC=C(N1)/C(/C(=O)O)=N/OC(C)(C(=O)OCC1=CC=C(C=C1)[N+](=O)[O-])C (2-(2-chloroacetamido-4-thiazolyl)-(Z)-2-[1-methyl-1-(p-nitrobenzyloxycarbonyl)ethyloxyimino]acetic acid), P(Cl)(Cl)(Cl)(Cl)Cl (phosphorus pentachloride), CCCCCC (hexane). The solvent is C(Cl)Cl (methylene chloride). Product: Cl.ClCC(=O)NC=1SC=C(N1)/C(/C(=O)Cl)=N/OC(C)(C(=O)OCC1=CC=C(C=C1)[N+](=O)[O-])C (2-(2-chloroacetamido-4-thiazolyl)-(Z)-2-[1-methyl-1-(p-nitrobenzyloxycarbonyl)ethyloxyimino]acetyl chloride hydrochloride). Reaction SMILES: [Cl:1][CH2:2][C:3]([NH:5][C:6]1[S:7][CH:8]=[C:9](/[C:11](=[N:15]/[O:16][C:17]([CH3:32])([C:19]([O:21][CH2:22][C:23]2[CH:28]=[CH:27][C:26]([N+:29]([O-:31])=[O:30])=[CH:25][CH:24]=2)=[O:20])[CH3:18])/[C:12](O)=[O:13])[N:10]=1)=[O:4].P(Cl)(Cl)(Cl)(Cl)[Cl:34].CCCCCC>C(Cl)Cl>[ClH:1].[Cl:1][CH2:2][C:3]([NH:5][C:6]1[S:7][CH:8]=[C:9](/[C:11](=[N:15]/[O:16][C:17]([CH3:32])([C:19]([O:21][CH2:22][C:23]2[CH:24]=[CH:25][C:26]([N+:29]([O-:31])=[O:30])=[CH:27][CH:28]=2)=[O:20])[CH3:18])/[C:12]([Cl:34])=[O:13])[N:10]=1)=[O:4] |f:4.5|. Procedure details: In 15 ml of methylene chloride is dissolved 1.445 g of 2-(2-chloroacetamido-4-thiazolyl)-(Z)-2-[1-methyl-1-(p-nitrobenzyloxycarbonyl)ethyloxyimino]acetic acid and under ice-cooling and stirring 686 mg of phosphorus pentachloride is added. The mixture is stirred under ice-cooling for 30 minutes, after which 4.5 ml of hexane is added. The resultant crystalline precipitate is collected by filtration and washed with hexane to give 2-(2-chloroacetamido-4-thiazolyl)-(Z)-2-[1-methyl-1-(p-nitrobenzyloxy... Reactants: Nc1ccc(Br)cc1, CCS(=O)(=O)Cl, Cl, c1ccncc1. Product: CCS(=O)(=O)Nc1ccc(Br)cc1. As a reaction SMILES: [Br:7][c:8]1[cH:9][cH:10][c:11]([NH2:12])[cH:13][cH:14]1.[CH2:1]([CH3:2])[S:3](=[O:4])(=[O:5])[Cl:6].[ClH:15].[cH:16]1[cH:17][cH:18][n:19][cH:20][cH:21]1>>[CH2:1]([CH3:2])[S:3](=[O:4])(=[O:5])[NH:12][c:11]1[cH:10][cH:9][c:8]([Br:7])[cH:14][cH:13]1. The reactants are ClC(=O)OC(C)Cl (1-chloroethyl chloroformate), ice, N1=C(C=NC=C1)N(C(=O)C=1OC=CC1)C1CCN(CC1)CC1=CC=CC=C1 (N-(2-pyrazinyl)-N-(1-phenylmethyl-4-piperidinyl)-2-furanamide). Solvent: ClCCCl (1,2-dichloroethane), ClCCCl (1,2-dichloroethane). Yields the product N1=C(C=NC=C1)N(C(=O)C=1OC=CC1)C1CCNCC1 (N-(2-pyrazinyl)-N-(4-piperidinyl)-2-furanamide). The yield is 72.6%. RXN SMILES: ClC(OC(Cl)C)=O.[N:8]1[CH:13]=[CH:12][N:11]=[CH:10][C:9]=1[N:14]([CH:22]1[CH2:27][CH2:26][N:25](CC2C=CC=CC=2)[CH2:24][CH2:23]1)[C:15]([C:17]1[O:18][CH:19]=[CH:20][CH:21]=1)=[O:16]>ClCCCl>[N:8]1[CH:13]=[CH:12][N:11]=[CH:10][C:9]=1[N:14]([CH:22]1[CH2:27][CH2:26][NH:25][CH2:24][CH2:23]1)[C:15]([C:17]1[O:18][CH:19]=[CH:20][CH:21]=1)=[O:16]. Procedure: A solution of 1-chloroethyl chloroformate (9.7 ml, 90 mmol) in 1,2-dichloroethane (25 ml) was added to an ice-chilled solution of N-(2-pyrazinyl)-N-(1-phenylmethyl-4-piperidinyl)-2-furanamide (45 mmol) and 1,2-dichloroethane (125 ml). The reaction mixture was stirred under reflux for 5 hours, then cooled and concentrated under vacuum. The crude carbamate residue was dissolved in methanol (150 ml) and the reaction solution was heated under reflux for 2 hours. The reaction solution was cooled, dec... The reactants are ClC1=NC=CC(=N1)C1=C(N=C(S1)N1CCOCC1)C=1C(=C(C=CC1)NS(=O)(=O)C1=C(C=CC=C1F)F)F (N-{3-[5-(2-chloro-4-pyrimidinyl)-2-(4-morpholinyl)-1,3-thiazol-4-yl]-2-fluorophenyl}-2,6-difluorobenzenesulfonamide), N (ammonia), CO (MeOH). Yields the product NC1=NC=CC(=N1)C1=C(N=C(S1)N1CCOCC1)C=1C(=C(C=CC1)NS(=O)(=O)C1=C(C=CC=C1F)F)F (N-{3-[5-(2-Amino-4-pyrimidinyl)-2-(4-morpholinyl)-1,3-thiazol-4-yl]-2-fluorophenyl}-2,6-difluorobenzenesulfonamide). RXN SMILES: Cl[C:2]1[N:7]=[C:6]([C:8]2[S:12][C:11]([N:13]3[CH2:18][CH2:17][O:16][CH2:15][CH2:14]3)=[N:10][C:9]=2[C:19]2[C:20]([F:37])=[C:21]([NH:25][S:26]([C:29]3[C:34]([F:35])=[CH:33][CH:32]=[CH:31][C:30]=3[F:36])(=[O:28])=[O:27])[CH:22]=[CH:23][CH:24]=2)[CH:5]=[CH:4][N:3]=1.[NH3:38].CO>>[NH2:38][C:2]1[N:7]=[C:6]([C:8]2[S:12][C:11]([N:13]3[CH2:18][CH2:17][O:16][CH2:15][CH2:14]3)=[N:10][C:9]=2[C:19]2[C:20]([F:37])=[C:21]([NH:25][S:26]([C:29]3[C:34]([F:35])=[CH:33][CH:32]=[CH:31][C:30]=3[F:36])(=[O:28])=[O:27])[CH:22]=[CH:23][CH:24]=2)[CH:5]=[CH:4][N:3]=1. Procedure: Following a procedure analogous to the procedure described in Example 51, Step B using N-{3-[5-(2-chloro-4-pyrimidinyl)-2-(4-morpholinyl)-1,3-thiazol-4-yl]-2-fluorophenyl}-2,6-difluorobenzenesulfonamide (250 mg, 0.440 mmol) and ammonia in MeOH 7M (7 ml, 49.0 mmol) the title compound was obtained as a yellow solid (187 mg, 72% yield). 1H NMR (400 MHz, DMSO-d6) δ ppm 10.82 (br. s., 1H), 7.78 (d, J=5.3 Hz, 1H), 7.55-7.71 (m, 1H), 7.31-7.43 (m, 1H), 7.10-7.30 (m, 4H), 6.52 (s, 2H), 5.59 (d, J=5.2 Hz... Starting materials: C(C1=CC=CC=C1)OC1=CC=2CC[C@H]3[C@@H]4C=CC5([C@@]4(C)CC[C@@H]3C2C=C1)OCCO5 (3-Benzyloxy-17,17-ethylenedioxyestra-1,3,5(10),15-tetraene), CC=1C=CC(=CC1)S(=O)(=O)O (pTsOH), C(=O)(O)[O-].[Na+] (NaHCO3). The solvent is CC(=O)C (acetone), O (H2O). The product is C(C1=CC=CC=C1)OC1=CC=2CC[C@H]3[C@@H]4C=CC([C@@]4(C)CC[C@@H]3C2C=C1)=O (3-Benzyloxyestra-1,3,5(10),15-tetraen-17-one). Isolated yield 51776.1%. As a reaction SMILES: [CH2:1]([O:8][C:9]1[CH:26]=[CH:25][C:24]2[C@@H:23]3[C@H:14]([C@H:15]4[C@@:19]([CH2:21][CH2:22]3)([CH3:20])[C:18]3(OCC[O:27]3)[CH:17]=[CH:16]4)[CH2:13][CH2:12][C:11]=2[CH:10]=1)[C:2]1[CH:7]=[CH:6][CH:5]=[CH:4][CH:3]=1.CC1C=CC(S(O)(=O)=O)=CC=1.C([O-])(O)=O.[Na+]>CC(C)=O.O>[CH2:1]([O:8][C:9]1[CH:26]=[CH:25][C:24]2[C@@H:23]3[C@H:14]([C@H:15]4[C@@:19]([CH2:21][CH2:22]3)([CH3:20])[C:18](=[O:27])[CH:17]=[CH:16]4)[CH2:13][CH2:12][C:11]=2[CH:10]=1)[C:2]1[CH:3]=[CH:4][CH:5]=[CH:6][CH:7]=1 |f:2.3|. Procedure: A solution of 1.04 g (2.57 mmol) of 43, 117 mg (0.617 mmol) of pTsOH in acetone (70.3 mL) and H2O (11.4 mL) was stirred at rt for 1.5 h. The reaction mixture was adjusted to pH 7 with 5% NaHCO3 and concentrated by rotovap to about 30 mL without heating. The solution was poured into H2O (50 mL) and extracted with EtOAc (3×, 70 mL). Combined organic extracts were dried over Na2SO4 and concentrated in vacuo giving a white solid. Crystallization of the residue from CH2Cl2/hexanes gave 477 g (52%) of... The reactants are O=C1Cc2cc(S(=O)(=O)Cl)ccc2N1, ClCCl, Nc1ccc(C(F)(F)F)cc1, c1ccncc1. The product is O=C1Cc2cc(S(=O)(=O)Nc3ccc(C(F)(F)F)cc3)ccc2N1. As a reaction SMILES: [Cl:1][S:2](=[O:3])(=[O:4])[c:5]1[cH:6][c:7]2[c:11]([cH:12][cH:13]1)[NH:10][C:9](=[O:14])[CH2:8]2.[Cl:32][CH2:33][Cl:34].[F:15][C:16]([c:17]1[cH:18][cH:19][c:20]([NH2:21])[cH:22][cH:23]1)([F:24])[F:25].[cH:26]1[cH:27][cH:28][n:29][cH:30][cH:31]1>>[S:2](=[O:3])(=[O:4])([c:5]1[cH:6][c:7]2[c:11]([cH:12][cH:13]1)[NH:10][C:9](=[O:14])[CH2:8]2)[NH:21][c:20]1[cH:19][cH:18][c:17]([C:16]([F:15])([F:24])[F:25])[cH:23][cH:22]1.